This data is from the Open Reaction Database (ORD), a public repository of structured organic reaction records. The task is: describe an organic reaction: reactants, conditions, products, and yield Starting materials: Cc1cc(C)c(C=O)c(C)c1CO, CC1=CN=C(C=C1)N, [C-]#[N+]C1CCCCC1. The reagents and catalysts are O=C(O)C(F)(F)F (trifluoroacetic acid). Run in CC(C)O (isopropyl alcohol), CC(C)O (isopropylalcohol). Reaction conditions: temperature 22 celsius, time 20 hour. The product is Cc1ccc2nc(c3c(C)cc(C)c(CO)c3C)c(NC3CCCCC3)n2c1. Isolated yield 97.9%. RXN SMILES: CC1=CC=C(N)N=C1.[C-]#[N+]C1CCCCC1.CC1=CC(C)=C(C=O)C(C)=C1CO>>CC1=CN2C(C=C1)=NC(=C2NC1CCCCC1)C1=C(C)C=C(C)C(CO)=C1C. Product: COc1cc(-c2coc3c(I)cnc(N)c23)ccc1NC(=O)OC(C)(C)C. The reactants are CN(C)C=O, O=C1CCC(=O)N1I, COc1cc(-c2coc3ccnc(N)c23)ccc1NC(=O)OC(C)(C)C, [Na+], [Na+], O=S([O-])([O-])=S. Reaction SMILES: [CH3:42][N:43]([CH3:44])[CH:45]=[O:46].[I:1][N:2]1[C:3](=[O:4])[CH2:5][CH2:6][C:7]1=[O:8].[NH2:9][c:10]1[n:11][cH:12][cH:13][c:14]2[c:15]1[c:16](-[c:19]1[cH:20][c:21]([O:33][CH3:34])[c:22]([NH:25][C:26]([O:27][C:28]([CH3:29])([CH3:30])[CH3:31])=[O:32])[cH:23][cH:24]1)[cH:17][o:18]2.[Na+:40].[Na+:41].[S:35]([O-:36])([O-:37])(=[O:38])=[S:39]>>[I:1][c:13]1[cH:12][n:11][c:10]([NH2:9])[c:15]2[c:14]1[o:18][cH:17][c:16]2-[c:19]1[cH:20][c:21]([O:33][CH3:34])[c:22]([NH:25][C:26]([O:27][C:28]([CH3:29])([CH3:30])[CH3:31])=[O:32])[cH:23][cH:24]1.